From a dataset of the Open Reaction Database (ORD), a public repository of structured organic reaction records. describe an organic reaction: reactants, conditions, products, and yield Starting materials: C1(CCCCC1)N1CCNCC1 (1-cyclohexyl piperazine), compound, Cl (HCl), [H-].[Na+] (NaH), ClC=1C=CC=2NC3=CC=CC=C3C2C1 (3-chloro-9H-carbazole), O1C(C1)COS(=O)(=O)C1=CC(=CC=C1)[N+](=O)[O-] ((±)-3-nitro-benzenesulfonic acid oxiranylmethyl ester). Solvent: C1CCOC1 (THF), C1CCOC1 (THF), C1CCOC1 (THF). Run at temperature 60 celsius, time 15 hour. Yields the product ClC=1C=CC=2N(C3=CC=CC=C3C2C1)CC(CN1CCN(CC1)C1CCCCC1)O ((±)-1-(3-Chlorocarbazol-9-yl)-3-(4-cyclohexylpiperazin-1-yl)propan-2-ol), Cl (hydrochloride). As a reaction SMILES: [H-].[Na+].[Cl:3][C:4]1[CH:5]=[CH:6][C:7]2[NH:8][C:9]3[C:14]([C:15]=2[CH:16]=1)=[CH:13][CH:12]=[CH:11][CH:10]=3.[O:17]1[CH2:19][CH:18]1[CH2:20]OS(C1C=CC=C([N+]([O-])=O)C=1)(=O)=O.[CH:34]1([N:40]2[CH2:45][CH2:44][NH:43][CH2:42][CH2:41]2)[CH2:39][CH2:38][CH2:37][CH2:36][CH2:35]1.[ClH:46]>C1COCC1>[Cl:3][C:4]1[CH:5]=[CH:6][C:7]2[N:8]([CH2:19][CH:18]([OH:17])[CH2:20][N:43]3[CH2:44][CH2:45][N:40]([CH:34]4[CH2:39][CH2:38][CH2:37][CH2:36][CH2:35]4)[CH2:41][CH2:42]3)[C:9]3[C:14]([C:15]=2[CH:16]=1)=[CH:13][CH:12]=[CH:11][CH:10]=3.[ClH:46] |f:0.1|. Procedure details: A solution of NaH (0.026 g, 0.60 mmol, 55% in mineral oil) is added into a solution of 3-chloro-9H-carbazole (0.100 g, 0.50 mmol) in anhydrous THF (5 mL). After 30 min of stirring at rt a solution of (±)-3-nitro-benzenesulfonic acid oxiranylmethyl ester in anhydrous THF (0.5 mL) is added. After 90 min of stirring at rt a solution of 1-cyclohexyl piperazine (0.25 g, 1.50 mmol) in anhydrous THF (1 mL) is then added. The resulting mixture is allowed to stir at 60° C. for 15 hours. The reaction mixt... Reactants: C(C1=CC=CC=C1)N1N=C(C(=C1C=1C=CC2=C(CCCO2)C1)C(C(=O)OCC)O)C(F)(F)F (ethyl 2-[1-benzyl-5-(3,4-dihydro-2H-1-benzopyran-6-yl)-3-(trifluoromethyl)-1H-pyrazol-4-yl]-2-hydroxyacetate), Cl(=O)(=O)(=O)O (perchloric acid). Solvent: C(C)(=O)OC(C)(C)C (tert-butyl acetate). Conditions: time 1 hour. Yields the product C(C1=CC=CC=C1)N1N=C(C(=C1C=1C=CC2=C(CCCO2)C1)C(C(=O)OCC)OC(C)(C)C)C(F)(F)F (ethyl 2-[1-benzyl-5-(3,4-dihydro-2H-1-benzopyran-6-yl)-3-(trifluoromethyl)-1H-pyrazol-4-yl]-2-(tert-butoxy)acetate). Yield: 52.6%. RXN SMILES: [CH2:1]([N:8]1[C:12]([C:13]2[CH:14]=[CH:15][C:16]3[O:21][CH2:20][CH2:19][CH2:18][C:17]=3[CH:22]=2)=[C:11]([CH:23]([OH:29])[C:24]([O:26][CH2:27][CH3:28])=[O:25])[C:10]([C:30]([F:33])([F:32])[F:31])=[N:9]1)[C:2]1[CH:7]=[CH:6][CH:5]=[CH:4][CH:3]=1.Cl(O)(=O)(=O)=O>C(OC(C)(C)C)(=O)C>[CH2:1]([N:8]1[C:12]([C:13]2[CH:14]=[CH:15][C:16]3[O:21][CH2:20][CH2:19][CH2:18][C:17]=3[CH:22]=2)=[C:11]([CH:23]([O:29][C:2]([CH3:7])([CH3:3])[CH3:1])[C:24]([O:26][CH2:27][CH3:28])=[O:25])[C:10]([C:30]([F:32])([F:31])[F:33])=[N:9]1)[C:2]1[CH:3]=[CH:4][CH:5]=[CH:6][CH:7]=1. Procedure: To a solution of ethyl 2-[1-benzyl-5-(3,4-dihydro-2H-1-benzopyran-6-yl)-3-(trifluoromethyl)-1H-pyrazol-4-yl]-2-hydroxyacetate (49f) (70 mg, 0.152 mmol) in tert-butyl acetate (2.9 mL) at 0° C. was added perchloric acid (0.347 mL). The mixture was stirred for 1 hour at room temperature before being slowly quenched with a saturated solution of potassium carbonate (10 mL). The layers were separated and the aqueous layer was extracted with ethyl acetate (2×10 mL). The organic layers were dried over s... The reactants are NC1CC(CCC1)C(=O)OC (methyl 3-aminocyclohexanecarboxylate), C(C1=CC=CC=C1)(C1=CC=CC=C1)=N (Benzophenone imine). Run in ClCCl (dichloromethane). Run at time 24 hour. Yields the product C1(=CC=CC=C1)C(C1=CC=CC=C1)=NC1CC(CCC1)C(=O)OC (methyl 3-(diphenylmethyleneamino)cyclohexanecarboxylate). RXN SMILES: [NH2:1][CH:2]1[CH2:7][CH2:6][CH2:5][CH:4]([C:8]([O:10][CH3:11])=[O:9])[CH2:3]1.[C:12](=N)([C:19]1[CH:24]=[CH:23][CH:22]=[CH:21][CH:20]=1)[C:13]1[CH:18]=[CH:17][CH:16]=[CH:15][CH:14]=1>ClCCl>[C:13]1([C:12](=[N:1][CH:2]2[CH2:7][CH2:6][CH2:5][CH:4]([C:8]([O:10][CH3:11])=[O:9])[CH2:3]2)[C:19]2[CH:20]=[CH:21][CH:22]=[CH:23][CH:24]=2)[CH:18]=[CH:17][CH:16]=[CH:15][CH:14]=1. Procedure: In a flask, methyl 3-aminocyclohexanecarboxylate (3.86 g, 19.94 mmol) was dissolved in dichloromethane (80 mL). Benzophenone imine (3.33 mL, 19.94 mmol) was added to the reaction, and the reaction was stirred at room temperature for 24 hrs. Upon completion, the reaction was concentrated and triturated with diethyl ether. The suspension was filtered. This trituration process was done twice. The remaining filtrate was concentrated and progressed to the next step without further purification. Reactants: CC(C)(C)N(C(=O)[O-])c1cnc(CO[Si](C)(C)C(C)(C)C)cn1, ClC(Cl)Cl, O=C(O)C(F)(F)F. The product is CC(C)(C)[Si](C)(C)OCc1cnc(N)cn1. Reaction SMILES: [C:1]([N:5]([C:2](=[O:3])[O-:4])[c:9]1[n:10][cH:11][c:12]([CH2:15][O:16][Si:17]([CH3:18])([CH3:19])[C:20]([CH3:21])([CH3:22])[CH3:23])[n:13][cH:14]1)([CH3:6])([CH3:7])[CH3:8].[CH:31]([Cl:32])([Cl:33])[Cl:34].[OH:24][C:25]([C:26]([F:27])([F:28])[F:29])=[O:30]>>[NH2:5][c:9]1[n:10][cH:11][c:12]([CH2:15][O:16][Si:17]([CH3:18])([CH3:19])[C:20]([CH3:21])([CH3:22])[CH3:23])[n:13][cH:14]1.